This data is from the Open Reaction Database (ORD), a public repository of structured organic reaction records. The task is: describe an organic reaction: reactants, conditions, products, and yield Reactants: COC1=CC=C(C=O)C=C1 (4-methoxybenzaldehyde), C[Si](O[SiH](C)C)(C)C (1,1,1,3,3-pentamethyldisiloxane), [F-].C(CCC)[N+](CCCC)(CCCC)CCCC (tetrabutylammonium fluoride). The solvent is C1CCOC1 (THF), C1CCOC1 (THF). Run at time 3 hour. Yields the product COC1=CC=C(CO)C=C1 (4-methoxybenzyl alcohol). Yield: 95.0%. As a reaction SMILES: [CH3:1][O:2][C:3]1[CH:10]=[CH:9][C:6]([CH:7]=[O:8])=[CH:5][CH:4]=1.C[Si](C)(C)O[SiH](C)C.[F-].C([N+](CCCC)(CCCC)CCCC)CCC>C1COCC1>[CH3:1][O:2][C:3]1[CH:10]=[CH:9][C:6]([CH2:7][OH:8])=[CH:5][CH:4]=1 |f:2.3|. Procedure details: A 30-mL eggplant flask equipped with a magnetic stirrer was heat dried while pumping to a vacuum of 5 Pa before its interior was purged with nitrogen atmosphere. To the flask, 4-methoxybenzaldehyde (140 mg, 1.0 mmol) and 1,1,1,3,3-pentamethyldisiloxane (371 mg, 2.5 mmol) were added through a syringe, and iron complex A (5 mg, 0.01 mmol) was admitted as catalyst. The solution was stirred at room temperature for 3 hours. At 0° C., THF (1 mL) and tetrabutylammonium fluoride in THF (1 M, 1 mL) were ... Starting materials: CCN1CCCC1CN, COC(=O)c1ccc2c(c1)CC(C)(C)C(c1cccc(C(=O)O)c1)N2, CCN=C=NCCCN(C)C, CN1CCOCC1, ClCCl, Cl, On1nnc2ccccc21. Product: CCN1CCCC1CNC(=O)c1cccc(C2Nc3ccc(C(=O)OC)cc3CC2(C)C)c1. Reaction SMILES: [CH2:55]([CH3:56])[N:57]1[CH:58]([CH2:62][NH2:63])[CH2:59][CH2:60][CH2:61]1.[CH3:1][O:2][C:3](=[O:4])[c:5]1[cH:6][c:7]2[c:12]([cH:13][cH:14]1)[NH:11][CH:10]([c:15]1[cH:16][c:17]([C:18](=[O:19])[OH:20])[cH:21][cH:22][cH:23]1)[C:9]([CH3:24])([CH3:25])[CH2:8]2.[CH3:37][N:38]([CH3:39])[CH2:40][CH2:41][CH2:42][N:43]=[C:44]=[N:45][CH2:46][CH3:47].[CH3:48][N:49]1[CH2:50][CH2:51][O:52][CH2:53][CH2:54]1.[Cl:64][CH2:65][Cl:66].[ClH:36].[OH:26][n:27]1[c:28]2[cH:29][cH:30][cH:31][cH:32][c:33]2[n:34][n:35]1>>[CH3:1][O:2][C:3](=[O:4])[c:5]1[cH:6][c:7]2[c:12]([cH:13][cH:14]1)[NH:11][CH:10]([c:15]1[cH:16][c:17]([C:18](=[O:19])[NH:63][CH2:62][CH:58]3[N:57]([CH2:55][CH3:56])[CH2:61][CH2:60][CH2:59]3)[cH:21][cH:22][cH:23]1)[C:9]([CH3:24])([CH3:25])[CH2:8]2.